Dataset: the Open Reaction Database (ORD), a public repository of structured organic reaction records. Task: describe an organic reaction: reactants, conditions, products, and yield Reactants: O=C1CNN(Cc2ccc(Cl)cc2)C(=O)N1, O=C(Cl)Cc1ccccc1Cl, c1ccccc1. The product is O=C1CN(C(=O)Cc2ccccc2Cl)N(Cc2ccc(Cl)cc2)C(=O)N1. As a reaction SMILES: [Cl:12][c:13]1[cH:14][cH:15][c:16]([CH2:17][N:18]2[NH:19][CH2:20][C:21](=[O:25])[NH:22][C:23]2=[O:24])[cH:26][cH:27]1.[Cl:1][c:2]1[c:3]([CH2:8][C:9](=[O:10])[Cl:11])[cH:4][cH:5][cH:6][cH:7]1.[cH:28]1[cH:29][cH:30][cH:31][cH:32][cH:33]1>>[Cl:1][c:2]1[c:3]([CH2:8][C:9](=[O:10])[N:19]2[N:18]([CH2:17][c:16]3[cH:15][cH:14][c:13]([Cl:12])[cH:27][cH:26]3)[C:23](=[O:24])[NH:22][C:21](=[O:25])[CH2:20]2)[cH:4][cH:5][cH:6][cH:7]1. The reactants are BrC=1C=C(N)C=CC1 (3-bromoaniline), CN(C(=N)N(C)C)C (1,1,3,3-tetramethyl guanidine), CN(C=O)C (dimethylformamide), C[Si](C)(C)C#C (trimethylsilylacetylene). The reagents and catalysts are Cl[Cu] (CuCl), Cl[Pd]Cl (PdCl2). The solvent is O (H2O). Run at temperature 45 celsius. Product: NC=1C=C(C=CC1)C#C (3-amino-phenyl acetylene). RXN SMILES: Br[C:2]1[CH:3]=[C:4]([CH:6]=[CH:7][CH:8]=1)[NH2:5].CN(C)C=O.C[Si]([C:18]#[CH:19])(C)C.CN(C)C(N(C)C)=N>Cl[Cu].Cl[Pd]Cl.O>[NH2:5][C:4]1[CH:3]=[C:2]([C:18]#[CH:19])[CH:8]=[CH:7][CH:6]=1. Reported procedure: A 250 ml round bottomed flask, fitted with refrigerator, under a nitrogen stream, is loaded with 3-bromoaniline (2 ml), dimethylformamide (10 ml), trimethylsilylacetylene (3.4 ml), 1,1,3,3-tetramethyl guanidine (2.5 ml), CuCl (3.6 mg), PdCl2 (9.7 mg) triphenyl phosphine (58 mg), in this order. The mixture is heated to 55°-57° C. keeping this temperature until completion of the reaction. H2O (50 ml) and ACOEt (50 ml) are added at a temperature of 35°-30° C. The organic phase is evaporated to dryn...